Dataset: the Open Reaction Database (ORD), a public repository of structured organic reaction records. Task: describe an organic reaction: reactants, conditions, products, and yield Reactants: C1(CCCCC1)C1=C(C=CC=C1)NC(=O)C=1C(=NN(C1)C)C(F)F (N-(2-cyclohexylphenyl)-3-(difluoromethyl)-1-methyl-1H-pyrazole-4-carboxamide), COC=1C=CC(=CC1)P2(=S)SP(=S)(S2)C=3C=CC(=CC3)OC (Lawesson's reagent). Run in C1(=CC=CC=C1)C (toluene). Run at time 8 hour. Product: C1(CCCCC1)C1=C(C=CC=C1)NC(=S)C=1C(=NN(C1)C)C(F)F (N-(2-Cyclohexylphenyl)-3-(difluoromethyl)-1-methyl-1H-pyrazole-4-carbothioamide). The yield is 53.1%. Reaction SMILES: [CH:1]1([C:7]2[CH:12]=[CH:11][CH:10]=[CH:9][C:8]=2[NH:13][C:14]([C:16]2[C:17]([CH:22]([F:24])[F:23])=[N:18][N:19]([CH3:21])[CH:20]=2)=O)[CH2:6][CH2:5][CH2:4][CH2:3][CH2:2]1.COC1C=CC(P2(SP(C3C=CC(OC)=CC=3)(=S)S2)=[S:34])=CC=1>C1(C)C=CC=CC=1>[CH:1]1([C:7]2[CH:12]=[CH:11][CH:10]=[CH:9][C:8]=2[NH:13][C:14]([C:16]2[C:17]([CH:22]([F:24])[F:23])=[N:18][N:19]([CH3:21])[CH:20]=2)=[S:34])[CH2:6][CH2:5][CH2:4][CH2:3][CH2:2]1. Reported procedure: N-(2-cyclohexylphenyl)-3-(difluoromethyl)-1-methyl-1H-pyrazole-4-carboxamide (2.0 g) and Lawesson's reagent (2.4 g) were refluxed in toluene (100 mL) for 1 h. Contents were stirred overnight at RT and filtered. The filtrate was concentrated in vacuo leaving a yellow solid which was chromatographed on silica gel eluting with 35% EtOAc/hexanes to give a yellow solid. The solid was recrystallized from EtOAc to give the desired compound as a yellow solid (1.1 g). The reactants are N(=[N+]=[N-])CC1=C(C(=NO1)C)C1=C(C=CC=C1)C(=O)C1=CC=C(C=C1)Cl ((2-(5-(azidomethyl)-3-methylisoxazol-4-yl)phenyl) (4-chlorophenyl)methanone), CP(C)C (trimethylphosphine). Solvent: C1(=CC=CC=C1)C (toluene). Conditions: time 2 hour. The product is ClC1=CC=C(C=C1)C1=NCC2=C(C3=C1C=CC=C3)C(=NO2)C (6-(4-chlorophenyl)-1-methyl-4H-benzo[c]isoxazolo[4,5-e]azepine). RXN SMILES: [N:1]([CH2:4][C:5]1[O:9][N:8]=[C:7]([CH3:10])[C:6]=1[C:11]1[CH:16]=[CH:15][CH:14]=[CH:13][C:12]=1[C:17]([C:19]1[CH:24]=[CH:23][C:22]([Cl:25])=[CH:21][CH:20]=1)=O)=[N+]=[N-].CP(C)C>C1(C)C=CC=CC=1>[Cl:25][C:22]1[CH:23]=[CH:24][C:19]([C:17]2[C:12]3[CH:13]=[CH:14][CH:15]=[CH:16][C:11]=3[C:6]3[C:7]([CH3:10])=[N:8][O:9][C:5]=3[CH2:4][N:1]=2)=[CH:20][CH:21]=1. Procedure details: To a resealable vial was added crude (2-(5-(azidomethyl)-3-methylisoxazol-4-yl)phenyl) (4-chlorophenyl)methanone (27 mg, 0.077 mmol) and toluene. The vial was sealed and placed under N2 before addition of trimethylphosphine solution (92 μl, 1 M toluene, 0.092 mmol). The reaction was stirred at room temperature for 2 h before purifying via Biotage (10 g, EtOAc/hex) to afford 6-(4-chlorophenyl)-1-methyl-4H-benzo[c]isoxazolo[4,5-e]azepine. 1H NMR (400 MHz, Acetone) δ 7.78-7.84 (m, 1H), 7.65-7.74 (m... Reactants: N(C(=O)C)C=1C(=C2C=CC=NC2=CC1)NC(C(CCCCCCCC)SCCCCCC)=O (N-(6-Acetaminoquinolin-5-yl)-2-(hexylthio)decanoic amide), Cl (hydrochloric acid). The solvent is C(C)(C)O (isopropanol). Yields the product NC=1C(=C2C=CC=NC2=CC1)NC(C(CCCCCCCC)SCCCCCC)=O (N-(6-aminoquinolin-5-yl)-2-(hexylthio)decanoic amide). As a reaction SMILES: [NH:1]([C:5]1[C:6]([NH:15][C:16](=[O:33])[CH:17]([S:26][CH2:27][CH2:28][CH2:29][CH2:30][CH2:31][CH3:32])[CH2:18][CH2:19][CH2:20][CH2:21][CH2:22][CH2:23][CH2:24][CH3:25])=[C:7]2[C:12](=[CH:13][CH:14]=1)[N:11]=[CH:10][CH:9]=[CH:8]2)C(C)=O.Cl>C(O)(C)C>[NH2:1][C:5]1[C:6]([NH:15][C:16](=[O:33])[CH:17]([S:26][CH2:27][CH2:28][CH2:29][CH2:30][CH2:31][CH3:32])[CH2:18][CH2:19][CH2:20][CH2:21][CH2:22][CH2:23][CH2:24][CH3:25])=[C:7]2[C:12](=[CH:13][CH:14]=1)[N:11]=[CH:10][CH:9]=[CH:8]2. Procedure details: N-(6-Acetaminoquinolin-5-yl)-2-(hexylthio)decanoic amide, prepared as described in Example 151, was treated with aqueous hydrochloric acid and isopropanol to give the title compound. Mass spectrum m/e: 428.3 (M+-1). Starting materials: ClCC(=O)OC1CC(N(C(C1)(C)C)OCCCCCCCC)(C)C (1-octyloxy-2,2,6,6-tetramethylpiperidin-4-yl chloroacetate), CC1=C(C=CC(=C1)C)C1=NC(=NC(=N1)C1=C(C=C(C=C1)C)C)C1=C(C=C(C=C1)O)O (2,4-Bis(2,4-dimethylphenyl)-6-(2,4-dihydroxyphenyl)-s-triazine), [OH-].[Na+] (sodium hydroxide). Run in CN(C=O)C (N,N-dimethylformamide), CN(C=O)C (N,N-dimethylformamide). Run at time 30 minute. Product: CC1=C(C=CC(=C1)C)C1=NC(=NC(=N1)C1=C(C=C(C=C1)C)C)C1=C(C=C(C=C1)OCC(=O)OC1CC(N(C(C1)(C)C)OCCCCCCCC)(C)C)O (2,4-Bis(2,4-dimethylphenyl)-6-[2-hydroxy-4-((1-octyloxy-2,2,6,6-tetramethylpiperidin-4-yloxy)carbonylmethoxy)-phenyl]-s-triazine). Yield: 48.4%. Reaction SMILES: Cl[CH2:2][C:3]([O:5][CH:6]1[CH2:11][C:10]([CH3:13])([CH3:12])[N:9]([O:14][CH2:15][CH2:16][CH2:17][CH2:18][CH2:19][CH2:20][CH2:21][CH3:22])[C:8]([CH3:24])([CH3:23])[CH2:7]1)=[O:4].[CH3:25][C:26]1[CH:31]=[C:30]([CH3:32])[CH:29]=[CH:28][C:27]=1[C:33]1[N:38]=[C:37]([C:39]2[CH:44]=[CH:43][C:42]([CH3:45])=[CH:41][C:40]=2[CH3:46])[N:36]=[C:35]([C:47]2[CH:52]=[CH:51][C:50]([OH:53])=[CH:49][C:48]=2[OH:54])[N:34]=1.[OH-].[Na+]>CN(C)C=O>[CH3:25][C:26]1[CH:31]=[C:30]([CH3:32])[CH:29]=[CH:28][C:27]=1[C:33]1[N:38]=[C:37]([C:39]2[CH:44]=[CH:43][C:42]([CH3:45])=[CH:41][C:40]=2[CH3:46])[N:36]=[C:35]([C:47]2[CH:52]=[CH:51][C:50]([O:53][CH2:2][C:3]([O:5][CH:6]3[CH2:11][C:10]([CH3:13])([CH3:12])[N:9]([O:14][CH2:15][CH2:16][CH2:17][CH2:18][CH2:19][CH2:20][CH2:21][CH3:22])[C:8]([CH3:24])([CH3:23])[CH2:7]3)=[O:4])=[CH:49][C:48]=2[OH:54])[N:34]=1 |f:2.3|. Procedure: A solution of 14.5 g (40.0 mmol) of 1-octyloxy-2,2,6,6-tetramethylpiperidin-4-yl chloroacetate in 25 ml of N,N-dimethylformamide is rapidly added to a mixture of 20.0 g (50.2 mmol) of 2,4-bis(2,4-dimethylphenyl)-6-(2,4-dihydroxyphenyl)-1,3,5-triazine (Example 8A), 125 ml of N,N-dimethylformamide, and 4.0 g of 50% sodium hydroxide solution that has been stirred at ambient temperature for 30 minutes. The reaction mixture is then heated at 70° C. for 1 hour and stirred at ambient temperature for 17... The reactants are CCOC(=O)c1c(-c2ccc(O)cc2)c(C#N)cn1C, ClCCl, CC#N, O=[N+]([O-])c1ccccc1F, C1COCCOCCOCCOCCOCCO1, O. Product: CCOC(=O)c1c(-c2ccc(Oc3ccccc3[N+](=O)[O-])cc2)c(C#N)cn1C. Reaction SMILES: [CH2:1]([CH3:2])[O:3][C:4](=[O:5])[c:6]1[n:7]([CH3:20])[cH:8][c:9]([C:18]#[N:19])[c:10]1-[c:11]1[cH:12][cH:13][c:14]([OH:17])[cH:15][cH:16]1.[CH2:53]([Cl:54])[Cl:55].[CH3:50][C:51]#[N:52].[F:21][c:22]1[c:23]([N+:28](=[O:29])[O-:30])[cH:24][cH:25][cH:26][cH:27]1.[O:31]1[CH2:32][CH2:33][O:34][CH2:35][CH2:36][O:37][CH2:38][CH2:39][O:40][CH2:41][CH2:42][O:43][CH2:44][CH2:45][O:46][CH2:47][CH2:48]1.[OH2:49]>>[CH2:1]([CH3:2])[O:3][C:4](=[O:5])[c:6]1[n:7]([CH3:20])[cH:8][c:9]([C:18]#[N:19])[c:10]1-[c:11]1[cH:12][cH:13][c:14]([O:17][c:22]2[c:23]([N+:28](=[O:29])[O-:30])[cH:24][cH:25][cH:26][cH:27]2)[cH:15][cH:16]1.